Dataset: the Open Reaction Database (ORD), a public repository of structured organic reaction records. Task: describe an organic reaction: reactants, conditions, products, and yield Product: CC(=O)OCC(NC(=O)C(CC(C)C)NC(=O)C(NC(=O)OCc1ccccc1)C(C)C)C(O)C(O)C(O)C(=O)NC(CC(=O)OC(c1ccccc1)c1ccccc1)c1ccccc1. Reactants: CC(C)CC(NC(=O)C(NC(=O)OCc1ccccc1)C(C)C)C(=O)NC(CO)C(O)C(O)C(O)C(=O)NC(CC(=O)OC(c1ccccc1)c1ccccc1)c1ccccc1, CC(=O)OC(C)=O, c1ccncc1. Reaction SMILES: [CH2:1]([c:2]1[cH:3][cH:4][cH:5][cH:6][cH:7]1)[O:8][C:9](=[O:10])[NH:11][CH:12]([CH:13]([CH3:14])[CH3:15])[C:16](=[O:17])[NH:18][CH:19]([CH2:20][CH:21]([CH3:22])[CH3:23])[C:24](=[O:25])[NH:26][CH:27]([CH:28]([CH:29]([CH:30]([C:31](=[O:32])[NH:33][CH:34]([CH2:35][C:36](=[O:37])[O:38][CH:39]([c:40]1[cH:41][cH:42][cH:43][cH:44][cH:45]1)[c:46]1[cH:47][cH:48][cH:49][cH:50][cH:51]1)[c:52]1[cH:53][cH:54][cH:55][cH:56][cH:57]1)[OH:58])[OH:59])[OH:60])[CH2:61][OH:62].[CH3:63][C:64](=[O:65])[O:66][C:67](=[O:68])[CH3:69].[cH:70]1[cH:71][cH:72][n:73][cH:74][cH:75]1>>[CH2:1]([c:2]1[cH:3][cH:4][cH:5][cH:6][cH:7]1)[O:8][C:9](=[O:10])[NH:11][CH:12]([CH:13]([CH3:14])[CH3:15])[C:16](=[O:17])[NH:18][CH:19]([CH2:20][CH:21]([CH3:22])[CH3:23])[C:24](=[O:25])[NH:26][CH:27]([CH:28]([CH:29]([CH:30]([C:31](=[O:32])[NH:33][CH:34]([CH2:35][C:36](=[O:37])[O:38][CH:39]([c:40]1[cH:41][cH:42][cH:43][cH:44][cH:45]1)[c:46]1[cH:47][cH:48][cH:49][cH:50][cH:51]1)[c:52]1[cH:53][cH:54][cH:55][cH:56][cH:57]1)[OH:58])[OH:59])[OH:60])[CH2:61][O:62][C:64]([CH3:63])=[O:65]. Solvent: CCCCCCC (heptane), C1CCOC1 (THF), O (water). Procedure: 6.02 g (16 mmol) of ethyl 4-[3-(5,6,7,8-tetrahydro-5,5,8,8-tetramethyl-2-naphthyl)-1-propynyl]benzoate, 5 ml of methanol, 5 ml of THF and 50 ml of heptane are introduced into a round-bottomed flask. 850 mg of sodium hydroxide are added and the mixture is refluxed for one hour. The reaction medium is poured into water, adjusted to pH 1 with hydrochloric acid and extracted with ethyl acetate, and the organic phase is separated out after settling has taken place, dried over magnesium sulphate and e... Starting materials: CC1(C=2C=CC(=CC2C(CC1)(C)C)CC#CC1=CC=C(C(=O)OCC)C=C1)C (ethyl 4-[3-(5,6,7,8-tetrahydro-5,5,8,8-tetramethyl-2-naphthyl)-1-propynyl]benzoate), CO (methanol), Cl (hydrochloric acid), [OH-].[Na+] (sodium hydroxide). As a reaction SMILES: [CH3:1][C:2]1([CH3:28])[CH2:11][CH2:10][C:9]([CH3:13])([CH3:12])[C:8]2[CH:7]=[C:6]([CH2:14][C:15]#[C:16][C:17]3[CH:27]=[CH:26][C:20]([C:21]([O:23]CC)=[O:22])=[CH:19][CH:18]=3)[CH:5]=[CH:4][C:3]1=2.CO.[OH-].[Na+].Cl>O.CCCCCCC.C1COCC1>[CH3:1][C:2]1([CH3:28])[CH2:11][CH2:10][C:9]([CH3:12])([CH3:13])[C:8]2[CH:7]=[C:6]([CH:14]=[C:15]=[CH:16][C:17]3[CH:27]=[CH:26][C:20]([C:21]([OH:23])=[O:22])=[CH:19][CH:18]=3)[CH:5]=[CH:4][C:3]1=2 |f:2.3|. Yields the product CC1(C=2C=CC(=CC2C(CC1)(C)C)C=C=CC1=CC=C(C(=O)O)C=C1)C (4-[3-(5,5,8,8-Tetramethyl-5,6,7,8-tetrahydro-2-naphthyl)propa-1,2-dienyl]benzoic acid). Reactants: CC(C)(C)OC(=O)N1CC(c2c[nH]c3ccccc23)C(c2cn3c4c(cccc24)CCC3)C1, CC(C)(C)CC(=O)Cl, CCN(C(C)C)C(C)C, ClCCl, Cl, C1COCCO1. Yields the product CC(C)(C)CC(=O)N1CC(c2c[nH]c3ccccc23)C(c2cn3c4c(cccc24)CCC3)C1. Reaction SMILES: [C:1]([O:2][C:3](=[O:4])[N:8]1[CH2:9][CH:10]([c:22]2[cH:23][n:24]3[c:33]4[c:28]([cH:29][cH:30][cH:31][c:32]24)[CH2:27][CH2:26][CH2:25]3)[CH:11]([c:13]2[cH:14][nH:15][c:16]3[cH:17][cH:18][cH:19][cH:20][c:21]23)[CH2:12]1)([CH3:5])([CH3:6])[CH3:7].[CH3:50][C:51]([CH2:52][C:53](=[O:54])[Cl:55])([CH3:56])[CH3:57].[CH:41]([N:42]([CH2:43][CH3:44])[CH:45]([CH3:46])[CH3:47])([CH3:48])[CH3:49].[Cl:58][CH2:59][Cl:60].[ClH:34].[O:35]1[CH2:36][CH2:37][O:38][CH2:39][CH2:40]1>>[N:8]1([C:53]([CH2:52][C:51]([CH3:50])([CH3:56])[CH3:57])=[O:54])[CH2:9][CH:10]([c:22]2[cH:23][n:24]3[c:33]4[c:28]([cH:29][cH:30][cH:31][c:32]24)[CH2:27][CH2:26][CH2:25]3)[CH:11]([c:13]2[cH:14][nH:15][c:16]3[cH:17][cH:18][cH:19][cH:20][c:21]23)[CH2:12]1. Starting materials: C(=O)NC=1SC=C(N1)C(C(=O)NC1[C@@H]2N(C(=CCS2)C(=O)O)C1=O)=NOCSC (7-[2-(2-formamidothiazol-4-yl)-2-methylthiomethoxyiminoacetamido]-3-cephem-4-carboxylic acid), Cl (hydrochloric acid). Yield: 48.4%. RXN SMILES: C([NH:3][C:4]1[S:5][CH:6]=[C:7]([C:9](=[N:25][O:26][CH2:27][S:28][CH3:29])[C:10]([NH:12][CH:13]2[C:23](=[O:24])[N:15]3[C:16]([C:20]([OH:22])=[O:21])=[CH:17][CH2:18][S:19][C@H:14]23)=[O:11])[N:8]=1)=O.Cl>CO>[NH2:3][C:4]1[S:5][CH:6]=[C:7]([C:9](=[N:25][O:26][CH2:27][S:28][CH3:29])[C:10]([NH:12][CH:13]2[C:23](=[O:24])[N:15]3[C:16]([C:20]([OH:22])=[O:21])=[CH:17][CH2:18][S:19][C@H:14]23)=[O:11])[N:8]=1. The solvent is CO (methanol). Reaction conditions: time 2.3 hour. Product: NC=1SC=C(N1)C(C(=O)NC1[C@@H]2N(C(=CCS2)C(=O)O)C1=O)=NOCSC (7-[2-(2-aminothiazol-4-yl)-2-methylthiomethoxyiminoacetamido]-3-cephem-4-carboxylic acid). Reported procedure: A mixture of 7-[2-(2-formamidothiazol-4-yl)-2-methylthiomethoxyiminoacetamido]-3-cephem-4-carboxylic acid (syn isomer, 0.22 g.), conc. hydrochloric acid (0.25 g.) and methanol (3.3 ml.) was stirred at room temperature for 2.3 hours. After concentrating the resultant solution in vacuo, the residue was poured into water, adjusted to pH 7 with 10% aqueous sodium hydroxide and washed with ethyl acetate. The aqueous solution was adjusted to pH 3 with 10% hydrochloric acid under ice cooling and stirre... Starting materials: CC(C)OC(=O)N=NC(=O)OC(C)C, C1CCOC1, O=C(c1ccccc1)c1ccc(OCc2cccnc2)cc1O, Cc1ccccc1C(O)CCC(=O)OC(C)(C)C, c1ccc(P(c2ccccc2)c2ccccc2)cc1. Product: Cc1ccccc1C(CCC(=O)OC(C)(C)C)Oc1cc(OCc2cccnc2)ccc1C(=O)c1ccccc1. Reaction SMILES: [O:1]=[C:2]([O:3][CH:4]([CH3:5])[CH3:6])[N:7]=[N:8][C:9]([O:10][CH:11]([CH3:12])[CH3:13])=[O:14].[O:75]1[CH2:76][CH2:77][CH2:78][CH2:79]1.[OH:34][c:35]1[c:36]([C:49]([c:50]2[cH:51][cH:52][cH:53][cH:54][cH:55]2)=[O:56])[cH:37][cH:38][c:39]([O:41][CH2:42][c:43]2[cH:44][n:45][cH:46][cH:47][cH:48]2)[cH:40]1.[OH:57][CH:58]([CH2:59][CH2:60][C:61](=[O:62])[O:63][C:64]([CH3:65])([CH3:66])[CH3:67])[c:68]1[c:69]([CH3:74])[cH:70][cH:71][cH:72][cH:73]1.[c:15]1([P:16]([c:17]2[cH:18][cH:19][cH:20][cH:21][cH:22]2)[c:23]2[cH:24][cH:25][cH:26][cH:27][cH:28]2)[cH:29][cH:30][cH:31][cH:32][cH:33]1>>[O:34]([c:35]1[c:36]([C:49]([c:50]2[cH:51][cH:52][cH:53][cH:54][cH:55]2)=[O:56])[cH:37][cH:38][c:39]([O:41][CH2:42][c:43]2[cH:44][n:45][cH:46][cH:47][cH:48]2)[cH:40]1)[CH:58]([CH2:59][CH2:60][C:61](=[O:62])[O:63][C:64]([CH3:65])([CH3:66])[CH3:67])[c:68]1[c:69]([CH3:74])[cH:70][cH:71][cH:72][cH:73]1. Starting materials: CC=1NC=CN1 (2-methylimidazole), CS(=O)(=O)OCCCCC1=CC=C(C=C1)OCC=1N=C(OC1)\C=C\C1=CC=CC=C1 (4-[4-[2-[(E)-2-phenylethenyl]-4-oxazolylmethoxy]phenyl]butyl methanesulfonate). Yields the product CC=1N(C=CN1)CCCCC1=CC=C(OCC=2N=C(OC2)\C=C\C2=CC=CC=C2)C=C1 (4-[4-[4-(2-methyl-1-imidazolyl)butyl]phenoxymethyl]-2-[(E)-2-phenylethenyl]oxazole). Yield: 42.0%. RXN SMILES: [CH3:1][C:2]1[NH:3][CH:4]=[CH:5][N:6]=1.CS(O[CH2:12][CH2:13][CH2:14][CH2:15][C:16]1[CH:21]=[CH:20][C:19]([O:22][CH2:23][C:24]2[N:25]=[C:26](/[CH:29]=[CH:30]/[C:31]3[CH:36]=[CH:35][CH:34]=[CH:33][CH:32]=3)[O:27][CH:28]=2)=[CH:18][CH:17]=1)(=O)=O>>[CH3:1][C:2]1[N:3]([CH2:12][CH2:13][CH2:14][CH2:15][C:16]2[CH:17]=[CH:18][C:19]([O:22][CH2:23][C:24]3[N:25]=[C:26](/[CH:29]=[CH:30]/[C:31]4[CH:32]=[CH:33][CH:34]=[CH:35][CH:36]=4)[O:27][CH:28]=3)=[CH:20][CH:21]=2)[CH:4]=[CH:5][N:6]=1. Procedure details: In substantially the same manner as in Working Example 8, 2-methylimidazole was allowed to react with 4-[4-[2-[(E)-2-phenylethenyl]-4-oxazolylmethoxy]phenyl]butyl methanesulfonate to give 4-[4-[4-(2-methyl-1-imidazolyl)butyl]phenoxymethyl]-2-[(E)-2-phenylethenyl]oxazole. The yield was 42%. Recrystallization from ethyl acetate-hexane gave colorless prisms, mp 122-123° C. The reactants are CC[SiH](CC)CC, CON=C(C(=O)NC1C(=O)N2C(C(=O)OC(c3ccccc3)c3ccccc3)=C(Sc3nncs3)CCC12)c1nsc(N)n1, ClCCl, O=C(O)C(F)(F)F. The product is CON=C(C(=O)NC1C(=O)N2C(C(=O)O)=C(Sc3nncs3)CCC12)c1nsc(N)n1. Reaction SMILES: [CH2:1]([SiH:2]([CH2:3][CH3:4])[CH2:5][CH3:6])[CH3:7].[CH:15]([c:16]1[cH:17][cH:18][cH:19][cH:20][cH:21]1)([c:22]1[cH:23][cH:24][cH:25][cH:26][cH:27]1)[O:28][C:29](=[O:30])[C:31]1=[C:38]([S:39][c:40]2[s:41][cH:42][n:43][n:44]2)[CH2:37][CH2:36][CH:35]2[N:32]1[C:33](=[O:58])[CH:34]2[NH:45][C:46]([C:47](=[N:48][O:49][CH3:50])[c:51]1[n:52][s:53][c:54]([NH2:56])[n:55]1)=[O:57].[Cl:59][CH2:60][Cl:61].[F:8][C:9]([F:10])([F:11])[C:12]([OH:13])=[O:14]>>[O:28]=[C:29]([OH:30])[C:31]1=[C:38]([S:39][c:40]2[s:41][cH:42][n:43][n:44]2)[CH2:37][CH2:36][CH:35]2[N:32]1[C:33](=[O:58])[CH:34]2[NH:45][C:46]([C:47](=[N:48][O:49][CH3:50])[c:51]1[n:52][s:53][c:54]([NH2:56])[n:55]1)=[O:57]. The reactants are CO, Cl, CC(OC(=O)c1ccccc1)C1(c2ccc(F)cc2F)CO1. Yields the product CC(O)C1(c2ccc(F)cc2F)CO1. As a reaction SMILES: [CH3:24][OH:25].[ClH:23].[F:1][c:2]1[c:3]([C:9]2([CH:12]([CH3:13])[O:14][C:15](=[O:16])[c:17]3[cH:18][cH:19][cH:20][cH:21][cH:22]3)[O:10][CH2:11]2)[cH:4][cH:5][c:6]([F:8])[cH:7]1>>[F:1][c:2]1[c:3]([C:9]2([CH:12]([CH3:13])[OH:14])[O:10][CH2:11]2)[cH:4][cH:5][c:6]([F:8])[cH:7]1. The reactants are ClC1=NC(=CC2=CC=CC=C12)NC1=NNC(=C1)C ((1-chloro-isoquinolin-3-yl)-(5-methyl-1H-pyrazol-3-yl)-amine), FC(C1=CC=C(C=C1)B(O)O)(F)F (4-trifluoromethyl-phenylboronic acid). Yields the product CC1=CC(=NN1)NC=1N=C(C2=CC=CC=C2C1)C1=CC=C(C=C1)C(F)(F)F ((5-methyl-1H-pyrazol-3-yl)-[1-(4-trifluoromethyl-phenyl)-isoquinolin-3-yl]-amine). Reaction SMILES: Cl[C:2]1[C:11]2[C:6](=[CH:7][CH:8]=[CH:9][CH:10]=2)[CH:5]=[C:4]([NH:12][C:13]2[CH:17]=[C:16]([CH3:18])[NH:15][N:14]=2)[N:3]=1.[F:19][C:20]([F:31])([F:30])[C:21]1[CH:26]=[CH:25][C:24](B(O)O)=[CH:23][CH:22]=1>>[CH3:18][C:16]1[NH:15][N:14]=[C:13]([NH:12][C:4]2[N:3]=[C:2]([C:24]3[CH:25]=[CH:26][C:21]([C:20]([F:31])([F:30])[F:19])=[CH:22][CH:23]=3)[C:11]3[C:6]([CH:5]=2)=[CH:7][CH:8]=[CH:9][CH:10]=3)[CH:17]=1. Procedure details: Similar procedure as described in example 131 was used, starting from (1-chloro-isoquinolin-3-yl)-(5-methyl-1H-pyrazol-3-yl)-amine and 4-trifluoromethyl-phenylboronic acid to give (5-methyl-1H-pyrazol-3-yl)-[1-(4-trifluoromethyl-phenyl)-isoquinolin-3-yl]-amine. LC-MS m/e 369(MH+).